Dataset: the Open Reaction Database (ORD), a public repository of structured organic reaction records. Task: describe an organic reaction: reactants, conditions, products, and yield Reactants: O=Cc1cc(Br)cs1, CC(C)NC(C)C, I[Cu]I, N#N, C#Cc1ccccc1, c1ccc(P(c2ccccc2)c2ccccc2)cc1. Yields the product O=Cc1cc(C#Cc2ccccc2)cs1. Reaction SMILES: [Br:1][c:2]1[cH:3][c:4]([CH:7]=[O:8])[s:5][cH:6]1.[CH:38]([NH:39][CH:40]([CH3:41])[CH3:42])([CH3:43])[CH3:44].[Cu:45]([I:46])[I:47].[N:28]#[N:29].[c:30]1([C:36]#[CH:37])[cH:31][cH:32][cH:33][cH:34][cH:35]1.[c:9]1([P:10]([c:11]2[cH:12][cH:13][cH:14][cH:15][cH:16]2)[c:17]2[cH:18][cH:19][cH:20][cH:21][cH:22]2)[cH:23][cH:24][cH:25][cH:26][cH:27]1>>[c:2]1([C:37]#[C:36][c:30]2[cH:31][cH:32][cH:33][cH:34][cH:35]2)[cH:3][c:4]([CH:7]=[O:8])[s:5][cH:6]1.